This data is from the Open Reaction Database (ORD), a public repository of structured organic reaction records. The task is: describe an organic reaction: reactants, conditions, products, and yield Starting materials: ClC1=C(C=CC=C1)S(=O)(=O)[N@@]1C(C1)C(=O)N1CCN(CC1)C1=NC=CC=C1C(F)(F)F ([(S)-1-(2-chloro-benzenesulfonyl)-aziridin-2-yl]-[4-(3-trifluoromethyl-pyridin-2-yl)-piperazin-1-yl]-methanone), [I-].[Na+] (sodium iodide), C1(CC1)N=C=O (cyclopropylisocyanate). Product: ClC1=C(C=CC=C1)S(=O)(=O)N1C(N([C@@H](C1)C(=O)N1CCN(CC1)C1=NC=CC=C1C(F)(F)F)C1CC1)=O ((S)-1-(2-Chloro-benzenesulfonyl)-3-cyclopropyl-4-[4-(3-trifluoromethyl-pyridin-2-yl)-piperazine-1-carbonyl]-imidazolidin-2-one). As a reaction SMILES: [Cl:1][C:2]1[CH:7]=[CH:6][CH:5]=[CH:4][C:3]=1[S:8]([N@:11]1[CH2:13][CH:12]1[C:14]([N:16]1[CH2:21][CH2:20][N:19]([C:22]2[C:27]([C:28]([F:31])([F:30])[F:29])=[CH:26][CH:25]=[CH:24][N:23]=2)[CH2:18][CH2:17]1)=[O:15])(=[O:10])=[O:9].[I-].[Na+].[CH:34]1([N:37]=[C:38]=[O:39])[CH2:36][CH2:35]1>>[Cl:1][C:2]1[CH:7]=[CH:6][CH:5]=[CH:4][C:3]=1[S:8]([N:11]1[CH2:13][C@@H:12]([C:14]([N:16]2[CH2:21][CH2:20][N:19]([C:22]3[C:27]([C:28]([F:30])([F:29])[F:31])=[CH:26][CH:25]=[CH:24][N:23]=3)[CH2:18][CH2:17]2)=[O:15])[N:37]([CH:34]2[CH2:36][CH2:35]2)[C:38]1=[O:39])(=[O:9])=[O:10] |f:1.2|. Procedure: In analogy to example 2, [(S)-1-(2-chloro-benzenesulfonyl)-aziridin-2-yl]-[4-(3-trifluoromethyl-pyridin-2-yl)-piperazin-1-yl]-methanone (example 72, step 3) was reacted with sodium iodide and cyclopropylisocyanate to give the title compound as a colorless foam. MS: 557.6 ([M+H]+) Starting materials: COC(=O)C1CC(C)CN1, Cc1ccccc1, O=C(Cl)OCc1ccccc1, [Na+], O=C([O-])O. The product is COC(=O)C1CC(C)CN1C(=O)OCc1ccccc1. As a reaction SMILES: [CH3:17][O:18][C:19]([CH:20]1[NH:21][CH2:22][CH:23]([CH3:25])[CH2:24]1)=[O:26].[CH3:27][c:28]1[cH:29][cH:30][cH:31][cH:32][cH:33]1.[Cl:6][C:7](=[O:8])[O:9][CH2:10][c:11]1[cH:12][cH:13][cH:14][cH:15][cH:16]1.[Na+:1].[OH:2][C:3](=[O:4])[O-:5]>>[C:7](=[O:8])([O:9][CH2:10][c:11]1[cH:12][cH:13][cH:14][cH:15][cH:16]1)[N:21]1[CH:20]([C:19]([O:18][CH3:17])=[O:26])[CH2:24][CH:23]([CH3:25])[CH2:22]1. The reactants are CCOC(C)=O, Fc1ccc(C(F)(F)F)c(CBr)c1, N#C[K], O. Product: N#CCc1cc(F)ccc1C(F)(F)F. Reaction SMILES: [CH3:18][CH2:19][O:20][C:21](=[O:22])[CH3:23].[F:4][c:5]1[cH:6][cH:7][c:8]([C:13]([F:14])([F:15])[F:16])[c:9]([CH2:10][Br:11])[cH:12]1.[K:1][C:2]#[N:3].[OH2:17]>>[C:2](#[N:3])[CH2:10][c:9]1[c:8]([C:13]([F:14])([F:15])[F:16])[cH:7][cH:6][c:5]([F:4])[cH:12]1. Reactants: OCC#CCC#CCC#CCCCCC (1-hydroxy-2,5,8-tetradecatriyne), N1=CC=CC=C1 (pyridine), P(Br)(Br)Br (phosphorus tribromide). The solvent is C(C)OCC (ethyl ether). Yields the product BrCC#CCC#CCC#CCCCCC (1-bromo-2,5,8-tetradecatriyne). Reaction SMILES: O[CH2:2][C:3]#[C:4][CH2:5][C:6]#[C:7][CH2:8][C:9]#[C:10][CH2:11][CH2:12][CH2:13][CH2:14][CH3:15].N1C=CC=CC=1.P(Br)(Br)[Br:23]>C(OCC)C>[Br:23][CH2:2][C:3]#[C:4][CH2:5][C:6]#[C:7][CH2:8][C:9]#[C:10][CH2:11][CH2:12][CH2:13][CH2:14][CH3:15]. Procedure: 6 g of 1-hydroxy-2,5,8-tetradecatriyne prepared above, dissolved in 30 cm3 of ethyl ether, are introduced into a round-bottomed flask equipped with an argon inlet. 0.05 cm3 of pyridine is added and 1 cm3 of phosphorus tribromide is added dropwise, and the mixture is then brought to reflux for 3 hours. Starting materials: C1(CCCC1)N1N=C(C=2C(NC=CC21)=O)C=2C=C(SC2)C(=O)N (4-(1-cyclopentyl-4-oxo-4,5-dihydro-1H-pyrazolo[4,3-c]pyridin-3-yl)thiophene-2-carboxamide), FC(C(=O)OC(C(F)(F)F)=O)(F)F (trifluoroacetic anhydride), O (water). Solvent: CC(=O)N(C)C (DMA). Conditions: time 1 hour. The product is C1(CCCC1)N1N=C(C=2C(NC=CC21)=O)C=2C=C(SC2)C#N (4-(1-cyclopentyl-4-oxo-4,5-dihydro-1H-pyrazolo[4,3-c]pyridin-3-yl)thiophene-2-carbonitrile). Yield: 70.7%. As a reaction SMILES: [CH:1]1([N:6]2[C:14]3[CH:13]=[CH:12][NH:11][C:10](=[O:15])[C:9]=3[C:8]([C:16]3[CH:17]=[C:18]([C:21]([NH2:23])=O)[S:19][CH:20]=3)=[N:7]2)[CH2:5][CH2:4][CH2:3][CH2:2]1.FC(F)(F)C(OC(=O)C(F)(F)F)=O.O>CC(N(C)C)=O>[CH:1]1([N:6]2[C:14]3[CH:13]=[CH:12][NH:11][C:10](=[O:15])[C:9]=3[C:8]([C:16]3[CH:17]=[C:18]([C:21]#[N:23])[S:19][CH:20]=3)=[N:7]2)[CH2:2][CH2:3][CH2:4][CH2:5]1. Reported procedure: To a solution of 4-(1-cyclopentyl-4-oxo-4,5-dihydro-1H-pyrazolo[4,3-c]pyridin-3-yl)thiophene-2-carboxamide (25 mg) obtained in Example 13 in DMA (5 mL) was added trifluoroacetic anhydride (240 mg) under ice-cooling, and the mixture was stirred under nitrogen atmosphere at room temperature for 1 hr. To the reaction mixture was added water, the precipitate was collected by filtration, and the obtained solid was crystallized from ethyl acetate and hexane to give the title compound (16.7 mg).